From a dataset of the Open Reaction Database (ORD), a public repository of structured organic reaction records. describe an organic reaction: reactants, conditions, products, and yield Procedure details: A mixture of 117b (2 g, 10 mmol), MeOH (10 mL), Pd/C (120 mg) in methanol (8 mL) was stirred fat 25° C. under H2 (50 Psi) overnight. The Pd/C was removed by filtration and the filtrate was concentrated under reduced pressure to give 117c (1.7 g, 98%). MS: [M+H]+ 173. Reagents/catalysts: [Pd] (Pd/C). RXN SMILES: [CH3:1][S:2]([C:5]1[CH:6]=[CH:7][C:8]([N+:11]([O-])=O)=[N:9][CH:10]=1)(=[O:4])=[O:3]>CO.[Pd]>[CH3:1][S:2]([C:5]1[CH:6]=[CH:7][C:8]([NH2:11])=[N:9][CH:10]=1)(=[O:4])=[O:3]. Conditions: temperature 25 celsius, time 8 hour. Run in CO (methanol), CO (MeOH). Starting materials: CS(=O)(=O)C=1C=CC(=NC1)[N+](=O)[O-] (5-(Methylsulfonyl)-2-nitropyridine). Product: CS(=O)(=O)C=1C=CC(=NC1)N (5-(Methylsulfonyl)pyridin-2-amine). Yield: 98.7%. Starting materials: CC(=O)c1ocnc1C, CCOCC, [Cl-], [Li]c1ccccc1, [Na+], O. The product is Cc1ncoc1C(C)(O)c1ccccc1. As a reaction SMILES: [C:1]([CH3:2])(=[O:3])[c:4]1[c:5]([CH3:9])[n:6][cH:7][o:8]1.[CH2:20]([O:21][CH2:22][CH3:23])[CH3:24].[Cl-:19].[Li:10][c:11]1[cH:12][cH:13][cH:14][cH:15][cH:16]1.[Na+:18].[OH2:17]>>[C:1]([CH3:2])([OH:3])([c:4]1[c:5]([CH3:9])[n:6][cH:7][o:8]1)[c:11]1[cH:12][cH:13][cH:14][cH:15][cH:16]1.